Dataset: the Open Reaction Database (ORD), a public repository of structured organic reaction records. Task: describe an organic reaction: reactants, conditions, products, and yield Reactants: OCCBr, O=C([O-])[O-], c1ccc2c(c1)CCN2, CC#N, [K+], [K+]. Yields the product OCCN1CCc2ccccc21. RXN SMILES: [Br:16][CH2:17][CH2:18][OH:19].[C:10](=[O:11])([O-:12])[O-:13].[CH2:1]1[CH2:2][c:3]2[cH:4][cH:5][cH:6][cH:7][c:8]2[NH:9]1.[CH3:20][C:21]#[N:22].[K+:14].[K+:15]>>[CH2:1]1[CH2:2][c:3]2[cH:4][cH:5][cH:6][cH:7][c:8]2[N:9]1[CH2:17][CH2:18][OH:19]. The reactants are C(C)(=O)OC1[C@@H]([C@H](OC(C)=O)[C@@H]([C@@H](O1)C)NC(C(F)(F)F)=O)F (1,3-Di-O-acetyl-2,4,6-trideoxy-2-fluoro-4-(trifluoroacetamido)-L-talopyranose), C(C)(=O)O[C@H]1[C@@H]([C@H](OC(C)=O)[C@@H]([C@@H](O1)C)NC(C(F)(F)F)=O)F (1,3-di-O-acetyl-2,4,6-trideoxy-2-fluoro-4-(trifluoroacetamido)-α-L-talopyranose), O[C@@H]1[C@H](O)[C@H](O)[C@H](O)[C@@H](O1)CO (β-L-talopyranose), resultant solution, Br (hydrogen bromide). Run in solution, C(C)(=O)O (acetic acid). Reaction conditions: time 1 hour. Product: C(C)(=O)O[C@H]1[C@H]([C@@H](O[C@H]([C@H]1NC(C(F)(F)F)=O)C)Br)F (3-O-acetyl-2,4,6-trideoxy-2-fluoro-4-(trifluoroacetamido)-α-L-talopyranosyl bromide). As a reaction SMILES: C(O[CH:5]1[O:14][C@@H:13]([CH3:15])[C@@H:12]([NH:16][C:17](=[O:22])[C:18]([F:21])([F:20])[F:19])[C@@H:7]([O:8][C:9](=[O:11])[CH3:10])[C@H:6]1[F:23])(=O)C.C(O[C@@H]1O[C@@H](C)[C@@H](NC(=O)C(F)(F)F)[C@@H](OC(=O)C)[C@H]1F)(=O)C.O[C@H]1O[C@@H](CO)[C@@H](O)[C@@H](O)[C@H]1O.[BrH:59]>C(O)(=O)C>[C:9]([O:8][C@@H:7]1[C@H:12]([NH:16][C:17](=[O:22])[C:18]([F:21])([F:20])[F:19])[C@H:13]([CH3:15])[O:14][C@@H:5]([Br:59])[C@@H:6]1[F:23])(=[O:11])[CH3:10]. Procedure details: 1,3-Di-O-acetyl-2,4,6-trideoxy-2-fluoro-4-(trifluoroacetamido)-L-talopyranose [the mixture of Compounds (11) and (12)] (335 mg) obtained in Example 1-(8) above was dissolved in 3.4 ml of a solution of 30% hydrogen bromide in acetic acid. The resultant solution was allowed to stand at room temperature for 1 hour to effect the bromination reaction. Starting materials: CCOC(=O)c1ccc2c(c1)CC(C)(C)C(c1cccc(N)c1)N2, CN1CCN(C(=O)Cl)CC1, ClCCl, Cl, c1ccncc1. The product is CCOC(=O)c1ccc2c(c1)CC(C)(C)C(c1cccc(NC(=O)N3CCN(C)CC3)c1)N2. As a reaction SMILES: [CH2:1]([CH3:2])[O:3][C:4](=[O:5])[c:6]1[cH:7][c:8]2[c:13]([cH:14][cH:15]1)[NH:12][CH:11]([c:16]1[cH:17][c:18]([NH2:22])[cH:19][cH:20][cH:21]1)[C:10]([CH3:23])([CH3:24])[CH2:9]2.[CH3:32][N:33]1[CH2:34][CH2:35][N:36]([C:39](=[O:40])[Cl:41])[CH2:37][CH2:38]1.[Cl:42][CH2:43][Cl:44].[ClH:31].[cH:25]1[cH:26][cH:27][n:28][cH:29][cH:30]1>>[CH2:1]([CH3:2])[O:3][C:4](=[O:5])[c:6]1[cH:7][c:8]2[c:13]([cH:14][cH:15]1)[NH:12][CH:11]([c:16]1[cH:17][c:18]([NH:22][C:39]([N:36]3[CH2:35][CH2:34][N:33]([CH3:32])[CH2:38][CH2:37]3)=[O:40])[cH:19][cH:20][cH:21]1)[C:10]([CH3:23])([CH3:24])[CH2:9]2.